From a dataset of the Open Reaction Database (ORD), a public repository of structured organic reaction records. describe an organic reaction: reactants, conditions, products, and yield Reactants: CC1=C(C=C(C=C1)C=1OC(=NN1)C)C1=CC=C(C=C1)C(=O)O (2′-Methyl-5′-(5-methyl-1,3,4-oxadiazol-2-yl)-1,1′-biphenyl-4-carboxylic acid), C=1C=CC2=C(C1)N=NN2O (HOBT), Cl.CN(CCCN=C=NCC)C (1-(3-dimethylaminopropyl)-3-ethyl carbodiimide hydrochloride), CC(C(C)C)N (1,2-dimethylpropylamine). The solvent is CN(C)C=O (DMF). Run at time 18 hour. Product: CC(C(C)C)NC(=O)C1=CC=C(C=C1)C1=C(C=CC(=C1)C=1OC(=NN1)C)C (N-(1,2-dimethylpropyl)-2′-methyl-5′-(5-methyl-1,3,4-oxadiazol-2-yl)-1,1′-biphenyl-4-carboxamide). As a reaction SMILES: [CH3:1][C:2]1[CH:7]=[CH:6][C:5]([C:8]2[O:9][C:10]([CH3:13])=[N:11][N:12]=2)=[CH:4][C:3]=1[C:14]1[CH:19]=[CH:18][C:17]([C:20](O)=[O:21])=[CH:16][CH:15]=1.C1C=CC2N(O)N=NC=2C=1.Cl.CN(C)CCCN=C=NCC.[CH3:45][CH:46]([NH2:50])[CH:47]([CH3:49])[CH3:48]>CN(C=O)C>[CH3:45][CH:46]([NH:50][C:20]([C:17]1[CH:18]=[CH:19][C:14]([C:3]2[CH:4]=[C:5]([C:8]3[O:9][C:10]([CH3:13])=[N:11][N:12]=3)[CH:6]=[CH:7][C:2]=2[CH3:1])=[CH:15][CH:16]=1)=[O:21])[CH:47]([CH3:49])[CH3:48] |f:2.3|. Procedure details: 2′-Methyl-5′-(5-methyl-1,3,4-oxadiazol-2-yl)-1,1′-biphenyl-4-carboxylic acid (11.3 mg, 0.034 mmol), HOBT (6.0 mg, 0.044 mmol), 1-(3-dimethylaminopropyl)-3-ethyl carbodiimide hydrochloride (8.0 mg, 0.042 mmol) and 1,2-dimethylpropylamine (0.34 mmol) were mixed in DMF (0.7 ml) and the reaction left at room temperature for 18 h. The DMF was evaporated under vacuum and the residue partitioned between DCM (0.4 ml) and water (0.4 ml). The organic phase was washed with aqueous sodium hydroxide (0.5M, 0... Isolated yield 91.7%. Product: O=C1NC=NC2=CC=C(C=C12)C1=CC=C(O1)C=O (5-(4-oxo-3,4-dihydroquinazolin-6-yl)furan-2-carbaldehyde). Starting materials: [HP(t-Bu)3]BF4, C(=O)([O-])[O-].[Na+].[Na+] (Na2CO3), IC=1C=C2C(NC=NC2=CC1)=O (6-iodoquinazolin-4(3H)-one), C(=O)C1=CC=C(O1)B(O)O (5-formylfuran-2-ylboronic acid). Run at temperature 30 celsius, time 30 minute. The reagents and catalysts are CC(=O)[O-].CC(=O)[O-].[Pd+2] (Pd(OAc)2). Run in O1CCOCC1 (dioxane). Reported procedure: To a 40° C. solution of Na2CO3 (3.9 g, 36 mmol) in inert gas (nitrogen or argon) degassed aqueous dioxane (100 mL, 2:1 dioxane: H2O) was added [HP(t-Bu)3]BF4 (0.52 g, 1.8 mmol) and Pd(OAc)2 (0.4 g, 0.18 mmol). The mixture was stirred at 30° C. (internal temperature) under an atmosphere nitrogen for 30 min, and then 6-iodoquinazolin-4(3H)-one ((Va); 5 g, 18 mmol) and 5-formylfuran-2-ylboronic acid ((VIa); 4.1 g, 29 mmol) were added. The mixture was heated to 80° C. (internal temperature) and stir... As a reaction SMILES: C([O-])([O-])=O.[Na+].[Na+].I[C:8]1[CH:9]=[C:10]2[C:15](=[CH:16][CH:17]=1)[N:14]=[CH:13][NH:12][C:11]2=[O:18].[CH:19]([C:21]1[O:25][C:24](B(O)O)=[CH:23][CH:22]=1)=[O:20]>CC([O-])=O.CC([O-])=O.[Pd+2].O1CCOCC1>[O:18]=[C:11]1[C:10]2[C:15](=[CH:16][CH:17]=[C:8]([C:24]3[O:25][C:21]([CH:19]=[O:20])=[CH:22][CH:23]=3)[CH:9]=2)[N:14]=[CH:13][NH:12]1 |f:0.1.2,5.6.7|. Starting materials: OCC=1C(=C2N(C=CC3=CC=CC=C23)C1C(C)C)C1=CC=CC=C1 (2-hydroxymethyl--3-isopropyl-1phenylpyrrolo-[2,1-a]isoquinoline). Reagents/catalysts: [O-2].[O-2].[Mn+4] (manganese dioxide). The solvent is C(C)OCC (diethyl ether). Conditions: time 16 hour. The product is C(C)(C)C1=C(C(=C2N1C=CC1=CC=CC=C21)C2=CC=CC=C2)C=O (3-isopropyl-1-phenylpyrrolo[2,1-a]isoquinoline-2-carboxaldehyde). Yield: 63.8%. RXN SMILES: [OH:1][CH2:2][C:3]1[C:4]([C:19]2[CH:24]=[CH:23][CH:22]=[CH:21][CH:20]=2)=[C:5]2[C:14]3[C:9](=[CH:10][CH:11]=[CH:12][CH:13]=3)[CH:8]=[CH:7][N:6]2[C:15]=1[CH:16]([CH3:18])[CH3:17]>[O-2].[O-2].[Mn+4].C(OCC)C>[CH:16]([C:15]1[N:6]2[CH:7]=[CH:8][C:9]3[C:14]([C:5]2=[C:4]([C:19]2[CH:20]=[CH:21][CH:22]=[CH:23][CH:24]=2)[C:3]=1[CH:2]=[O:1])=[CH:13][CH:12]=[CH:11][CH:10]=3)([CH3:18])[CH3:17] |f:1.2.3|. Procedure details: A mixture of 2-hydroxymethyl--3-isopropyl-1phenylpyrrolo-[2,1-a]isoquinoline (2.05 g), activated manganese dioxide (22.56 g) and diethyl ether (120 ml) was stirred at the ambient temperature under an atmosphere of argon for 16 hours. The suspension was then filtered, the filtrate was evaporated and the resulting residue was subjected to flash chromatography on silica gel, using as eluent a mixture of petroleum ether (b.p. 40°-60° C.) and diethyl ether (3:1 v/v), to give 3-isopropyl-1-phenylpyrro... The reactants are O[C@@H]1C[C@H](NC1)C(=O)O ((2S,4R)-4-hydroxyproline), [OH-].[Na+] (sodium hydroxide), C1(=CC=C(C=C1)S(=O)(=O)Cl)C (p-toluenesulphonyl chloride). Solvent: C(C)OCC (diethyl ether). Reaction conditions: time 16 hour. Product: O[C@@H]1C[C@H](N(C1)S(=O)(=O)C1=CC=C(C=C1)C)C(=O)O ((2S,4R)-4-hydroxy-1-(p-tolylsulphonyl)-2-pyrrolidinecarboxylic acid). Isolated yield 90.1%. RXN SMILES: [OH:1][C@H:2]1[CH2:6][NH:5][C@H:4]([C:7]([OH:9])=[O:8])[CH2:3]1.[OH-].[Na+].[C:12]1([CH3:22])[CH:17]=[CH:16][C:15]([S:18](Cl)(=[O:20])=[O:19])=[CH:14][CH:13]=1>C(OCC)C>[OH:1][C@H:2]1[CH2:6][N:5]([S:18]([C:15]2[CH:16]=[CH:17][C:12]([CH3:22])=[CH:13][CH:14]=2)(=[O:20])=[O:19])[C@H:4]([C:7]([OH:9])=[O:8])[CH2:3]1 |f:1.2|. Reported procedure: 35.6 g (0.27 mol) of (2S,4R)-4-hydroxyproline were dissolved in 300 ml (0.60 mol) of 2N sodium hydroxide in a 750 ml sulphonation flask which was provided with stirrer, dropping funnel, thermometer and condenser. Thereupon, within 10 minutes there was added dropwise thereto a solution of 63 g (0.33 mol) of p-toluenesulphonyl chloride in 180 ml of diethyl ether. The temperature was held at 16°-20° C. by means of a water bath. After intensive stirring at room temperature for 16 hours, the reaction... Reactants: O=C(O)c1ccc2[nH]cc(Cc3ccc(Cl)cc3Cl)c2c1, C1=C(C2=NNCCCCCCCC2)CCCCCCCCC1, CCCCCS(N)(=O)=O, O. The product is CCCCCS(=O)(=O)NC(=O)c1ccc2[nH]cc(Cc3ccc(Cl)cc3Cl)c2c1. As a reaction SMILES: [C:1](=[O:2])([OH:3])[c:4]1[cH:5][c:6]2[c:7]([CH2:13][c:14]3[c:15]([Cl:21])[cH:16][c:17]([Cl:20])[cH:18][cH:19]3)[cH:8][nH:9][c:10]2[cH:11][cH:12]1.[C:22]1([C:23]2=[CH:33][CH2:32][CH2:31][CH2:30][CH2:29][CH2:28][CH2:27][CH2:26][CH2:25][CH2:24]2)=[N:43][NH:42][CH2:41][CH2:40][CH2:39][CH2:38][CH2:37][CH2:36][CH2:35][CH2:34]1.[CH2:44]([CH2:45][CH2:46][CH2:47][CH3:48])[S:49](=[O:50])(=[O:51])[NH2:52].[OH2:53]>>[C:1](=[O:3])([c:4]1[cH:5][c:6]2[c:7]([CH2:13][c:14]3[c:15]([Cl:21])[cH:16][c:17]([Cl:20])[cH:18][cH:19]3)[cH:8][nH:9][c:10]2[cH:11][cH:12]1)[NH:52][S:49]([CH2:44][CH2:45][CH2:46][CH2:47][CH3:48])(=[O:50])=[O:51]. Starting materials: FC1=C(C=C(N)C=C1)OC (4-Fluoro-3-methoxyaniline), C(C)OC=C(C(=O)OCC)C(C1=C(C(=C(C(=C1)F)F)Cl)F)=O (ethyl 3-ethoxy-2-(3-chloro-2,4,5-trifluorobenzoyl)acrylate), ClC=1C(=C(C(=O)CC(=O)OCC)C=C(C1F)F)F (ethyl 3-chloro-2,4,5-trifluorobenzoylacetate). The solvent is C(Cl)(Cl)Cl (chloroform). Reaction conditions: temperature 90 celsius, time 15 minute. Yields the product ClC=1C(=C(C=C2C(C(=CN(C12)C1=CC(=C(C=C1)F)OC)C(=O)OCC)=O)F)F (Ethyl 8-Chloro-6,7-difluoro-1-(4-fluoro-3-methoxyphenyl)-4-oxo-1,4-dihydroquinoline-3-carboxylate). Reaction SMILES: [F:1][C:2]1[CH:8]=[CH:7][C:5]([NH2:6])=[CH:4][C:3]=1[O:9][CH3:10].C(O[CH:14]=[C:15]([C:21](=[O:32])[C:22]1[CH:27]=[C:26]([F:28])[C:25]([F:29])=[C:24]([Cl:30])[C:23]=1F)[C:16]([O:18][CH2:19][CH3:20])=[O:17])C.ClC1C(F)=C(C=C(F)C=1F)C(CC(OCC)=O)=O>C(Cl)(Cl)Cl>[Cl:30][C:24]1[C:25]([F:29])=[C:26]([F:28])[CH:27]=[C:22]2[C:23]=1[N:6]([C:5]1[CH:7]=[CH:8][C:2]([F:1])=[C:3]([O:9][CH3:10])[CH:4]=1)[CH:14]=[C:15]([C:16]([O:18][CH2:19][CH3:20])=[O:17])[C:21]2=[O:32]. Reported procedure: 4-Fluoro-3-methoxyaniline (1.4 g) was added to a chloroform solution (10 ml) with ethyl 3-ethoxy-2-(3-chloro-2,4,5-trifluorobenzoyl)acrylate synthesized from ethyl 3-chloro-2,4,5-trifluorobenzoylacetate (2.8 g) in accordance with a method known per se in the art dissolved therein. The reaction mixture was concentrated under reduced pressure, and anhydrous potassium carbonate (2.7 g) and N,N-dimethylformamide (6 ml) were added to the residue, followed by stirring at 90° C. for 15 minutes. The rea... The solvent is O1CCOCC1 (dioxane). Reaction SMILES: [CH2:1]([O:8][C:9]([NH:11][C:12]1[C:13]([C:23]([O:25]CC)=[O:24])=[N:14][C:15]2[C:20]([CH:21]=1)=[CH:19][CH:18]=[C:17](Br)[CH:16]=2)=[O:10])[C:2]1[CH:7]=[CH:6][CH:5]=[CH:4][CH:3]=1.[NH:28]1[CH2:33][CH2:32][CH2:31][CH2:30][C:29]1=[O:34].C1(P(C2C=CC=CC=2)C2C3OC4C(=CC=CC=4P(C4C=CC=CC=4)C4C=CC=CC=4)C(C)(C)C=3C=CC=2)C=CC=CC=1.C([O-])([O-])=O.[Cs+].[Cs+]>O1CCOCC1.CC([O-])=O.CC([O-])=O.[Pd+2]>[CH2:1]([O:8][C:9]([NH:11][C:12]1[C:13]([C:23]([OH:25])=[O:24])=[N:14][C:15]2[C:20]([CH:21]=1)=[CH:19][CH:18]=[C:17]([N:28]1[CH2:33][CH2:32][CH2:31][CH2:30][C:29]1=[O:34])[CH:16]=2)=[O:10])[C:2]1[CH:7]=[CH:6][CH:5]=[CH:4][CH:3]=1 |f:3.4.5,7.8.9|. The reactants are C(C1=CC=CC=C1)OC(=O)NC=1C(=NC2=CC(=CC=C2C1)Br)C(=O)OCC (ethyl 3-{[(benzyloxy)carbonyl]amino}-7-bromoquinoline-2-carboxylate), N1C(CCCC1)=O (2-piperidinone), C1(=CC=CC=C1)P(C1=CC=CC=2C(C3=CC=CC(=C3OC12)P(C1=CC=CC=C1)C1=CC=CC=C1)(C)C)C1=CC=CC=C1 (4,5-bis(diphenylphosphino)-9,9-dimethylxanthene), C(=O)([O-])[O-].[Cs+].[Cs+] (Cs2CO3). Product: C(C1=CC=CC=C1)OC(=O)NC=1C(=NC2=CC(=CC=C2C1)N1C(CCCC1)=O)C(=O)O (3-{[(Benzyloxy)carbonyl]amino}-7-(2-oxopiperidin-1-yl)quinoline-2-carboxylic acid). The reagents and catalysts are CC(=O)[O-].CC(=O)[O-].[Pd+2] (Pd(OAc)2). Reported procedure: A mixture of ethyl 3-{[(benzyloxy)carbonyl]amino}-7-bromoquinoline-2-carboxylate (300 mg, 0.7 mmol), 2-piperidinone (90 mg, 0.91 mmol), Pd(OAc)2 (0.010 mg, 0.064 mmol), 4,5-bis(diphenylphosphino)-9,9-dimethylxanthene (0.020 g, 0.049 mmol), and Cs2CO3 (0.28 g, 0.86 mmol) in dioxane (1 mL) was purged with nitrogen and then heated at 100° C. in a sealed vial for 1 h. The solution was allowed to cool and NH4Cl solution and EtOAc were added. The resulting layers were separated and the aqueous phase w... Reaction conditions: temperature 100 celsius. Yield: 30.0%. Starting materials: CCN1C(=C(C(=C1C2=CC=C(C=C2)Cl)C3=CC(=CC=C3)N4CCN(CC4)C5=CC=C(C=C5)NS(=O)(=O)C6=CC(=C(C=C6)N[C@H](CCN7CCC(CC7)O)CSC8=CC=CC=C8)S(=O)(=O)C(F)(F)F)C(=O)O)C (BM-957), 957, CC(N=C=NC(C)C)C (DIC), OCCC(=O)OC(C)(C)C (tert-butyl 3-hydroxypropanoate). Reagents/catalysts: CN(C)C=1C=CN=CC1 (DMAP). Solvent: C(C)(=O)OCC (ethyl acetate), C(Cl)Cl (DCM). Run at time 3 hour. Product: ClC1=CC=C(C=C1)C1=C(C(=C(N1CC)C)C(=O)OCCC(=O)O)C1=CC(=CC=C1)N1CCN(CC1)C1=CC=C(C=C1)NS(=O)(=O)C1=CC(=C(C=C1)N[C@@H](CSC1=CC=CC=C1)CCN1CCC(CC1)O)S(=O)(=O)C(F)(F)F ((R)-3-((5-(4-chlorophenyl)-1-ethyl-4-(3-(4-(4-(4-((4-(4-hydroxypiperidin-1-yl)-1-(phenylthio)butan-2-yl)amino)-3-((trifluoromethyl)sulfonyl)phenylsulfonamido)phenyl)piperazin-1-yl)phenyl)-2-methyl-1H-pyrrole-3-carbonyl)oxy)propanoic acid). Yield: 70.0%. RXN SMILES: CC(C)N=C=NC(C)C.O[CH2:11][CH2:12][C:13]([O:15]C(C)(C)C)=[O:14].[CH3:20][CH2:21][N:22]1[C:26]([C:27]2[CH:32]=[CH:31][C:30]([Cl:33])=[CH:29][CH:28]=2)=[C:25]([C:34]2[CH:39]=[CH:38][CH:37]=[C:36]([N:40]3[CH2:45][CH2:44][N:43]([C:46]4[CH:51]=[CH:50][C:49]([NH:52][S:53]([C:56]5[CH:61]=[CH:60][C:59]([NH:62][C@@H:63]([CH2:73][S:74][C:75]6[CH:80]=[CH:79][CH:78]=[CH:77][CH:76]=6)[CH2:64][CH2:65][N:66]6[CH2:71][CH2:70][CH:69]([OH:72])[CH2:68][CH2:67]6)=[C:58]([S:81]([C:84]([F:87])([F:86])[F:85])(=[O:83])=[O:82])[CH:57]=5)(=[O:55])=[O:54])=[CH:48][CH:47]=4)[CH2:42][CH2:41]3)[CH:35]=2)[C:24]([C:88]([OH:90])=[O:89])=[C:23]1[CH3:91]>CN(C1C=CN=CC=1)C.C(Cl)Cl.C(OCC)(=O)C>[Cl:33][C:30]1[CH:31]=[CH:32][C:27]([C:26]2[N:22]([CH2:21][CH3:20])[C:23]([CH3:91])=[C:24]([C:88]([O:90][CH2:11][CH2:12][C:13]([OH:15])=[O:14])=[O:89])[C:25]=2[C:34]2[CH:39]=[CH:38][CH:37]=[C:36]([N:40]3[CH2:41][CH2:42][N:43]([C:46]4[CH:47]=[CH:48][C:49]([NH:52][S:53]([C:56]5[CH:61]=[CH:60][C:59]([NH:62][C@H:63]([CH2:64][CH2:65][N:66]6[CH2:67][CH2:68][CH:69]([OH:72])[CH2:70][CH2:71]6)[CH2:73][S:74][C:75]6[CH:76]=[CH:77][CH:78]=[CH:79][CH:80]=6)=[C:58]([S:81]([C:84]([F:85])([F:86])[F:87])(=[O:82])=[O:83])[CH:57]=5)(=[O:55])=[O:54])=[CH:50][CH:51]=4)[CH2:44][CH2:45]3)[CH:35]=2)=[CH:28][CH:29]=1. Reported procedure: To a solution of 957 (100 mg, 0.09 mmol), DIC (18 mg, 0.14 mmol) and DMAP (20 mg, 0.14 mmol) in DCM (2 mL) was added tert-butyl 3-hydroxypropanoate (41 mg, 0.28 mmol). The solution was stirred for 6 hours at room temperature until no BM-957 was observed by TLC. The reaction mixture was diluted with ethyl acetate (50 mL), washed with saturated NaHCO3 solution (50 mL), brine (50 mL) and dried over sodium sulfate. The solvent was removed in vacuo to give crude product which was used for next step w...